From a dataset of the Open Reaction Database (ORD), a public repository of structured organic reaction records. describe an organic reaction: reactants, conditions, products, and yield Reactants: C1CCOC1, COc1ccc2c(C(=O)c3ccc(OCCN4CCCCC4)cc3)c(OS(=O)(=O)C(F)(F)F)ccc2c1, COc1ccccc1C[Zn+], CN1CCCC1=O, [Cl-], ClCCl, [Fe+2], c1ccc(P(c2ccccc2)[c-]2cccc2)cc1, c1ccc(P(c2ccccc2)[c-]2cccc2)cc1. Product: COc1ccc2c(C(=O)c3ccc(OCCN4CCCCC4)cc3)c(Cc3ccccc3OC)ccc2c1. As a reaction SMILES: [CH2:56]1[O:57][CH2:58][CH2:59][CH2:60]1.[CH3:12][O:13][c:14]1[cH:15][c:16]2[cH:17][cH:18][c:19]([O:41][S:42]([C:43]([F:44])([F:45])[F:46])(=[O:47])=[O:48])[c:20]([C:24]([c:25]3[cH:26][cH:27][c:28]([O:31][CH2:32][CH2:33][N:34]4[CH2:35][CH2:36][CH2:37][CH2:38][CH2:39]4)[cH:29][cH:30]3)=[O:40])[c:21]2[cH:22][cH:23]1.[CH3:2][O:3][c:4]1[c:5]([CH2:6][Zn+:7])[cH:8][cH:9][cH:10][cH:11]1.[CH3:49][N:50]1[CH2:51][CH2:52][CH2:53][C:54]1=[O:55].[Cl-:1].[Cl:61][CH2:62][Cl:63].[Fe+2:100].[cH:64]1[cH:65][cH:66][c:67]([P:68]([c:69]2[cH:70][cH:71][cH:72][cH:73][cH:74]2)[c-:75]2[cH:76][cH:77][cH:78][cH:79]2)[cH:80][cH:81]1.[cH:82]1[cH:83][cH:84][c:85]([P:86]([c:87]2[cH:88][cH:89][cH:90][cH:91][cH:92]2)[c-:93]2[cH:94][cH:95][cH:96][cH:97]2)[cH:98][cH:99]1>>[CH3:2][O:3][c:4]1[c:5]([CH2:6][c:19]2[cH:18][cH:17][c:16]3[cH:15][c:14]([O:13][CH3:12])[cH:23][cH:22][c:21]3[c:20]2[C:24]([c:25]2[cH:26][cH:27][c:28]([O:31][CH2:32][CH2:33][N:34]3[CH2:35][CH2:36][CH2:37][CH2:38][CH2:39]3)[cH:29][cH:30]2)=[O:40])[cH:8][cH:9][cH:10][cH:11]1. Reactants: O[C@@H](C[N+](C)(C)C)CC([O-])=O (L-carnitine), C(CCCCCCC\C=C/C\C=C/CCCCC)(=O)Cl (linoleoyl chloride). The product is [Cl-].C(=O)(O)C[C@H](C[N+](C)(C)C)OC(CCCCCCC\C=C/C\C=C/CCCCC)=O ((R)-(3-carboxy-2-linoleoyloxypropyl)trimethylammonium chloride). Reaction SMILES: [OH:1][C@H:2]([CH2:8][C:9](=[O:11])[O-:10])[CH2:3][N+:4]([CH3:7])([CH3:6])[CH3:5].[C:12]([Cl:31])(=[O:30])[CH2:13][CH2:14][CH2:15][CH2:16][CH2:17][CH2:18][CH2:19]/[CH:20]=[CH:21]\[CH2:22]/[CH:23]=[CH:24]\[CH2:25][CH2:26][CH2:27][CH2:28][CH3:29]>>[Cl-:31].[C:9]([CH2:8][C@@H:2]([O:1][C:12](=[O:30])[CH2:13][CH2:14][CH2:15][CH2:16][CH2:17][CH2:18][CH2:19]/[CH:20]=[CH:21]\[CH2:22]/[CH:23]=[CH:24]\[CH2:25][CH2:26][CH2:27][CH2:28][CH3:29])[CH2:3][N+:4]([CH3:7])([CH3:5])[CH3:6])([OH:10])=[O:11] |f:2.3|. Reported procedure: By processing L-carnitine and linoleoyl chloride in the same manner as described in Reference example 15, (R)-(3-carboxy-2-linoleoyloxypropyl)trimethylammonium chloride was obtained. As a reaction SMILES: [Br:1][c:2]1[cH:3][c:4]([C:8](=[O:9])[O:10][CH3:11])[s:5][c:6]1[Cl:7].[C:27](=[O:28])([O-:29])[O-:30].[CH2:33]1[O:34][CH2:35][CH2:36][O:37][CH2:38]1.[CH3:12][n:13]1[n:14][cH:15][cH:16][c:17]1[B:18]1[O:19][C:20]([CH3:21])([CH3:22])[C:23]([CH3:24])([CH3:25])[O:26]1.[K+:31].[K+:32].[OH2:39]>>[c:2]1(-[c:17]2[n:13]([CH3:12])[n:14][cH:15][cH:16]2)[cH:3][c:4]([C:8](=[O:9])[O:10][CH3:11])[s:5][c:6]1[Cl:7]. Reactants: COC(=O)c1cc(Br)c(Cl)s1, O=C([O-])[O-], C1COCCO1, Cn1nccc1B1OC(C)(C)C(C)(C)O1, [K+], [K+], O. Product: COC(=O)c1cc(-c2ccnn2C)c(Cl)s1. Reactants: [N+](=O)(O)[O-] (nitric acid), BrC1=[N+](C(=CC=C1)Br)[O-] (2,6-dibromopyridine-N-oxide), [OH-].[Na+] (sodium hydroxide). Solvent: S(O)(O)(=O)=O (sulphuric acid), S(O)(O)(=O)=O (sulphuric acid). Reaction conditions: temperature 90 celsius. Product: [N+](=O)([O-])C1=CC(=[N+](C(=C1)Br)[O-])Br (4-nitro-2,6-dibromopyridine-N-oxide). Isolated yield 16.0%. RXN SMILES: [Br:1][C:2]1[CH:7]=[CH:6][CH:5]=[C:4]([Br:8])[N+:3]=1[O-:9].[N+:10]([O-])([OH:12])=[O:11].[OH-].[Na+]>S(=O)(=O)(O)O>[N+:10]([C:6]1[CH:5]=[C:4]([Br:8])[N+:3]([O-:9])=[C:2]([Br:1])[CH:7]=1)([O-:12])=[O:11] |f:2.3|. Reported procedure: 2,6-dibromopyridine-N-oxide (6.28 g) was dissolved in concentrated sulphuric acid (20 ml) with stirring. A mixture of concentrated sulphuric acid (20 ml) and concentrated nitric acid (10 ml) was then continuously added dropwise. The solution was then heated at 90° C. for 3 hours with stirring, poured onto ice and then basified with sodium hydroxide. The solution was then continuously extracted with ether, and recrystallised from ethanol to give pale yellow leaflets of 4-nitro-2,6-dibromopyridine... Yields the product C(C)C1=CC=C(COC2=C(C=C(C=C2)C2CN(C2)C(=O)C2=NC=CC(=C2)O)OC)C=C1 ({3-[4-(4-Ethylbenzyloxy)-3-methoxyphenyl]azetidin-1-yl}-(4-hydroxypyridin-2-yl)-methanone). Procedure details: To a solution of 3-[4-(4-ethylbenzyloxy)-3-methoxyphenyl]azetidine methanesulfonate (61.3 g) prepared in (3), 4-hydroxypyridine-2-calboxylic acid (22.8 g), WSC.HCl (36 g) and HOBt.H2O (29 g) in DMF (300 mL) was added triethylamine (23 mL). The reaction mixture was stirred at RT for 5 hr. Ethyl acetate, THF and water were added to the reaction mixture. The organic layer was washed with saturated aqueous NaHCO3 and water, and then pressure. Ethyl acetate (300 mL) was added to the residue and then ... Reaction SMILES: CS(O)(=O)=[O:3].[CH2:6]([C:8]1[CH:27]=[CH:26][C:11]([CH2:12][O:13][C:14]2[CH:19]=[CH:18][C:17]([CH:20]3CNC3)=[CH:16][C:15]=2[O:24][CH3:25])=[CH:10][CH:9]=1)[CH3:7].CCN=C=NCCCN(C)C.Cl.[CH:40]1[CH:41]=[CH:42]C2N(O)N=[N:46][C:44]=2[CH:45]=1.[CH3:50][N:51]([CH:53]=[O:54])[CH3:52]>O.O1CCCC1.C(OCC)(=O)C.C(N(CC)CC)C>[CH2:6]([C:8]1[CH:9]=[CH:10][C:11]([CH2:12][O:13][C:14]2[CH:19]=[CH:18][C:17]([CH:20]3[CH2:52][N:51]([C:53]([C:42]4[CH:41]=[C:40]([OH:3])[CH:45]=[CH:44][N:46]=4)=[O:54])[CH2:50]3)=[CH:16][C:15]=2[O:24][CH3:25])=[CH:26][CH:27]=1)[CH3:7] |f:0.1,2.3|. Conditions: time 5 hour. Isolated yield 78.0%. The reactants are CS(=O)(=O)O.C(C)C1=CC=C(COC2=C(C=C(C=C2)C2CNC2)OC)C=C1 (3-[4-(4-ethylbenzyloxy)-3-methoxyphenyl]azetidine methanesulfonate), CS(=O)(=O)O.C(C)C1=CC=C(COC2=C(C=C(C=C2)C2CNC2)OC)C=C1 (3-[4-(4-Ethylbenzyloxy)-3-methoxyphenyl]azetidine methanesulfonate), 4-hydroxypyridine-2-calboxylic, CCN=C=NCCCN(C)C.Cl (WSC.HCl), C=1C=CC2=C(C1)N=NN2O (HOBt), CN(C)C=O (DMF). Solvent: C(C)N(CC)CC (triethylamine), O (H2O), O (water), O1CCCC1 (tetrahydrofuran), C(C)(=O)OCC (Ethyl acetate). Starting materials: ClC1=CC=C2C=CC=C(C2=C1)C (7-chloro-1-methyl-naphthalene), BrN1C(CCC1=O)=O (N-bromosuccinimide). The product is BrCC1=CC=CC2=CC=C(C=C12)Cl (1-bromomethyl-7-chloro-naphthalene). RXN SMILES: [Cl:1][C:2]1[CH:11]=[C:10]2[C:5]([CH:6]=[CH:7][CH:8]=[C:9]2[CH3:12])=[CH:4][CH:3]=1.[Br:13]N1C(=O)CCC1=O>>[Br:13][CH2:12][C:9]1[C:10]2[C:5](=[CH:4][CH:3]=[C:2]([Cl:1])[CH:11]=2)[CH:6]=[CH:7][CH:8]=1. Reported procedure: Using general procedure A (Exp. 1.3.), 7-chloro-1-methyl-naphthalene was reacted with N-bromosuccinimide to give 1-bromomethyl-7-chloro-naphthalene as a white solid. MS: 253.9 ([M]+). Starting materials: Cc1ccccc1, CC(C)(C)OC(=O)N(Cc1ccc(-c2cc3nccc(Oc4ccc(NC(=S)NC(=O)Cc5ccccc5)cc4F)c3s2)cc1)CC1CCCO1, O=C(O)C(F)(F)F. Yields the product O=C(Cc1ccccc1)NC(=S)Nc1ccc(Oc2ccnc3cc(-c4ccc(CNCC5CCCO5)cc4)sc23)c(F)c1. As a reaction SMILES: [CH3:52][c:53]1[cH:54][cH:55][cH:56][cH:57][cH:58]1.[F:1][c:2]1[c:3]([O:4][c:5]2[c:6]3[c:7]([n:8][cH:9][cH:10]2)[cH:11][c:12](-[c:14]2[cH:15][cH:16][c:17]([CH2:20][N:21]([C:22](=[O:23])[O:24][C:25]([CH3:26])([CH3:27])[CH3:28])[CH2:29][CH:30]4[O:31][CH2:32][CH2:33][CH2:34]4)[cH:18][cH:19]2)[s:13]3)[cH:35][cH:36][c:37]([NH:39][C:40](=[S:41])[NH:42][C:43]([CH2:44][c:45]2[cH:46][cH:47][cH:48][cH:49][cH:50]2)=[O:51])[cH:38]1.[F:59][C:60]([F:61])([F:62])[C:63]([OH:64])=[O:65]>>[F:1][c:2]1[c:3]([O:4][c:5]2[c:6]3[c:7]([n:8][cH:9][cH:10]2)[cH:11][c:12](-[c:14]2[cH:15][cH:16][c:17]([CH2:20][NH:21][CH2:29][CH:30]4[O:31][CH2:32][CH2:33][CH2:34]4)[cH:18][cH:19]2)[s:13]3)[cH:35][cH:36][c:37]([NH:39][C:40](=[S:41])[NH:42][C:43]([CH2:44][c:45]2[cH:46][cH:47][cH:48][cH:49][cH:50]2)=[O:51])[cH:38]1. Reactants: [Br-], O=C([O-])[O-], C1CCCC1, CC#N, CCOC(C)=O, [Cs+], [Cs+], CC(=O)c1ccc(O)cc1F. The product is CC(=O)c1ccc(OC2CCCC2)cc1F. Reaction SMILES: [Br-:12].[C:18](=[O:19])([O-:20])[O-:21].[CH2:13]1[CH2:14][CH2:15][CH2:16][CH2:17]1.[CH3:24][C:25]#[N:26].[CH3:27][CH2:28][O:29][C:30](=[O:31])[CH3:32].[Cs+:22].[Cs+:23].[OH:1][c:2]1[cH:3][c:4]([F:11])[c:5]([C:8]([CH3:9])=[O:10])[cH:6][cH:7]1>>[O:1]([c:2]1[cH:3][c:4]([F:11])[c:5]([C:8]([CH3:9])=[O:10])[cH:6][cH:7]1)[CH:13]1[CH2:14][CH2:15][CH2:16][CH2:17]1. The reactants are BrCC(=O)OC (methyl bromoacetate), FC(OC=1C=C(C=CC1)CN1C2=CC=CC(=C2C=2C(=CC=CC12)O)C(N)=O)(F)F (9-[(3-trifluoromethoxyphenyl)methyl]-4-hydroxy-5-carbamoyl carbazole), resultant mixture. Run in C(C)(=O)OCC (ethyl acetate), CN(C)C=O (DMF). Conditions: time 3 minute. The product is FC(OC=1C=C(C=CC1)CN1C2=CC=CC(=C2C=2C(=CC=CC12)OCC(=O)OC)C(N)=O)(F)F ({9-[(3-trifluoromethoxyphenyl)methyl]-5-carbamoylcarbazol-4-yl}oxyacetic acid, methyl ester). Yield: 82.5%. Reaction SMILES: [F:1][C:2]([F:29])([F:28])[O:3][C:4]1[CH:5]=[C:6]([CH2:10][N:11]2[C:23]3[CH:22]=[CH:21][CH:20]=[C:19]([OH:24])[C:18]=3[C:17]3[C:12]2=[CH:13][CH:14]=[CH:15][C:16]=3[C:25](=[O:27])[NH2:26])[CH:7]=[CH:8][CH:9]=1.Br[CH2:31][C:32]([O:34][CH3:35])=[O:33]>CN(C=O)C.C(OCC)(=O)C>[F:29][C:2]([F:28])([F:1])[O:3][C:4]1[CH:5]=[C:6]([CH2:10][N:11]2[C:23]3[CH:22]=[CH:21][CH:20]=[C:19]([O:24][CH2:31][C:32]([O:34][CH3:35])=[O:33])[C:18]=3[C:17]3[C:12]2=[CH:13][CH:14]=[CH:15][C:16]=3[C:25](=[O:27])[NH2:26])[CH:7]=[CH:8][CH:9]=1. Procedure details: 40% Methanolic Triton B (0.15 mL, 0.34 mM) was added to a solution of the 9-[(3-trifluoromethoxyphenyl)methyl]-4-hydroxy-5-carbamoyl carbazole (115 mg, 0.28 mM) in 8 mL DMF at room temperature. After 3 minutes, methyl bromoacetate (65 mg, 0.41 mM) was added and the resultant mixture stirred at room temperature for 23 hours. The mixture was diluted with ethyl acetate, washed with H2O, and saturated brine, dried over magnesium sulfate, filtered, and concentrated. The residue was purified by column...